Task: describe an organic reaction: reactants, conditions, products, and yield. Dataset: the Open Reaction Database (ORD), a public repository of structured organic reaction records Conditions: time 30 minute. Procedure: 2,2,2-Trifluoroethanol (0.10 ml) was dissolved in anhydrous THF (3 ml) under a nitrogen atmosphere and sodium hydride (about 55% oil) (60 mg) was added under ice-cooling. The reaction mixture was stirred at room temperature for 30 min under a nitrogen atmosphere. The obtained solution was ice-cooled again and, under a nitrogen atmosphere, a solution (3 ml) of carbonic acid 7-[4-(4-benzo[b]thiophen-4-ylpiperazin-1-yl)butoxy]-2-oxo-3,4-dihydro-2H-quinolin-1-ylmethyl ester phenyl ester (0.25 g) obt... The product is S1C2=C(C=C1)C(=CC=C2)N2CCN(CC2)CCCCOC2=CC=C1CCC(N(C1=C2)COCC(F)(F)F)=O (7-[4-(4-benzo[b]thiophen-4-ylpiperazin-1-yl)butoxy]-1-(2,2,2-trifluoroethoxymethyl)-3,4-dihydro-1H-quinolin-2-one). Run in C1CCOC1 (THF), C1CCOC1 (THF). The reactants are C1(=CC=CC=C1)OC(OCN1C(CCC2=CC=C(C=C12)OCCCCN1CCN(CC1)C1=CC=CC=2SC=CC21)=O)=O (carbonic acid 7-[4-(4-benzo[b]thiophen-4-ylpiperazin-1-yl)butoxy]-2-oxo-3,4-dihydro-2H-quinolin-1-ylmethyl ester phenyl ester), ice water, FC(CO)(F)F (2,2,2-Trifluoroethanol), [H-].[Na+] (sodium hydride). Reaction SMILES: [F:1][C:2]([F:6])([F:5])[CH2:3][OH:4].[H-].[Na+].C1(OC(=O)O[CH2:18][N:19]2[C:28]3[C:23](=[CH:24][CH:25]=[C:26]([O:29][CH2:30][CH2:31][CH2:32][CH2:33][N:34]4[CH2:39][CH2:38][N:37]([C:40]5[C:48]6[CH:47]=[CH:46][S:45][C:44]=6[CH:43]=[CH:42][CH:41]=5)[CH2:36][CH2:35]4)[CH:27]=3)[CH2:22][CH2:21][C:20]2=[O:49])C=CC=CC=1>C1COCC1>[S:45]1[CH:46]=[CH:47][C:48]2[C:40]([N:37]3[CH2:36][CH2:35][N:34]([CH2:33][CH2:32][CH2:31][CH2:30][O:29][C:26]4[CH:27]=[C:28]5[C:23]([CH2:22][CH2:21][C:20](=[O:49])[N:19]5[CH2:18][O:4][CH2:3][C:2]([F:6])([F:5])[F:1])=[CH:24][CH:25]=4)[CH2:39][CH2:38]3)=[CH:41][CH:42]=[CH:43][C:44]1=2 |f:1.2|.